From a dataset of the Open Reaction Database (ORD), a public repository of structured organic reaction records. describe an organic reaction: reactants, conditions, products, and yield Reactants: C1(=CC=CC=C1)CC(=O)OC (methyl phenylacetate), ice water, [Cl-].[Al+3].[Cl-].[Cl-] (aluminum chloride), C1(CCC(=O)O1)=O (succinic anhydride). Run in C(=S)=S (carbon disulfide). Run at time 2 hour. Yields the product C(=O)(O)CCC(=O)C1=CC=C(C=C1)CC(=O)OC (methyl p-(3'-carboxy-1'-oxopropyl)-phenylacetate). Reaction SMILES: [C:1]1([CH2:7][C:8]([O:10][CH3:11])=[O:9])[CH:6]=[CH:5][CH:4]=[CH:3][CH:2]=1.[Cl-].[Al+3].[Cl-].[Cl-].[C:16]1(=[O:22])[O:21][C:19](=[O:20])[CH2:18][CH2:17]1>C(=S)=S>[C:19]([CH2:18][CH2:17][C:16]([C:4]1[CH:5]=[CH:6][C:1]([CH2:7][C:8]([O:10][CH3:11])=[O:9])=[CH:2][CH:3]=1)=[O:22])([OH:21])=[O:20] |f:1.2.3.4|. Procedure details: To a mixture of 18 g. of methyl phenylacetate, 26 g. of aluminum chloride and 150 ml. of carbon disulfide, 20 g. of succinic anhydride are added. The reaction mixture is allowed to stand for two hours at 35° C; then it is added to a liter of ice water and extracted with methylene chloride. The extracts are combined, washed, dried, and evaporated to give methyl p-(3'-carboxy-1'-oxopropyl)-phenylacetate. This derivative is reduced with sodium borohydride and dehydroxylated with palladium charcoal ... The reactants are S(O)(O)(=O)=O (sulphuric acid), BrC=1C=C(C=CC1O)C[C@H](C(=O)O)O ((R)-3-(3-bromo-4-hydroxy-phenyl)-2-hydroxy-propionic acid), CO (MeOH). Conditions: time 4 hour. The product is BrC=1C=C(C=CC1O)C[C@H](C(=O)OC)O (methyl(R)-3-(3-bromo-4-hydroxy-phenyl)-2-hydroxy-propionate). As a reaction SMILES: S(=O)(=O)(O)O.[Br:6][C:7]1[CH:8]=[C:9]([CH2:14][C@@H:15]([OH:19])[C:16]([OH:18])=[O:17])[CH:10]=[CH:11][C:12]=1[OH:13].[CH3:20]O>>[Br:6][C:7]1[CH:8]=[C:9]([CH2:14][C@@H:15]([OH:19])[C:16]([O:18][CH3:20])=[O:17])[CH:10]=[CH:11][C:12]=1[OH:13]. Reported procedure: 2.5 mL concentrated sulphuric acid were added to a solution of 53.6 g (154 mmol) (R)-3-(3-bromo-4-hydroxy-phenyl)-2-hydroxy-propionic acid in 250 mL MeOH and the reaction mixture was stirred for 4 h at RT. The mixture was evaporated down i.vac., the residue was taken up in 250 mL EtOAc, the organic phase was washed twice with 100 mL saturated NaHCO3 solution and saturated NaCl solution and dried over Na2SO4. After the desiccant and solvent had been eliminated the residue was further reacted with... The yield is 7.0%. Reactants: COC=1C=C(C(=O)OCC(CC)(C2=CC=CC=C2)N(C)C(=O)OC(C)OC(CNC(C)=O)=O)C=C(C1OC)OC (2-{[1-(2-acetylamino-acetoxy)-ethoxycarbonyl]-methyl-amino}-2-phenyl-n-butyl 3,4,5-trimethoxy-benzoate), O (water). The product is COC=1C=C(C(=O)OCC(CC)(C2=CC=CC=C2)NCC(=O)OCC2=CC=C(C=C2)OC)C=C(C1OC)OC (2-(4-methoxybenzyloxycarbonyl methyl amino)-2-phenyl-n-butyl 3,4,5-trimethoxybenzoate), solid. Procedure details: 20 ml water is added to the mixture. The product is extracted with ethyl acetate (3 times 50 mL) then the organic phase is washed successively with water and a saturated solution of sodium chloride (10 mL). The organic phases are dried over Na2SO4, filtered then concentrated to dryness in order to produce a brown oil. The oil is purified by flash chromatography on silica gel (eluent: cyclohexane/ethyl acetate: 3/7) in order to produce 200 mg of the expected product (S) 2-{[1-(2-acetylamino-aceto... RXN SMILES: [CH3:1][O:2][C:3]1[CH:4]=[C:5]([CH:34]=[C:35]([O:39][CH3:40])[C:36]=1[O:37][CH3:38])[C:6]([O:8][CH2:9][C:10]([N:19](C(OC(OC(=O)CNC(=O)C)C)=O)[CH3:20])([C:13]1[CH:18]=[CH:17][CH:16]=[CH:15][CH:14]=1)[CH2:11][CH3:12])=[O:7].[OH2:41]>>[CH3:1][O:2][C:3]1[CH:4]=[C:5]([CH:34]=[C:35]([O:39][CH3:40])[C:36]=1[O:37][CH3:38])[C:6]([O:8][CH2:9][C:10]([NH:19][CH2:20][C:9]([O:8][CH2:6][C:5]1[CH:34]=[CH:35][C:36]([O:37][CH3:38])=[CH:3][CH:4]=1)=[O:41])([C:13]1[CH:14]=[CH:15][CH:16]=[CH:17][CH:18]=1)[CH2:11][CH3:12])=[O:7]. The reactants are C(C)OC(C=CC=1C=C(C=CC1)C)=O (3-m-Tolyl-acrylic acid ethyl ester), C1(=CC(=CC=C1)C=O)C (m-Tolualdehyde), COC=1C(=CC=2C(C3C(CNC3)C2C1)C)Cl (5-Methoxy-6-chloro-8-methyl-1,2,3,3a,8,8a-hexahydroindeno[1,2-c]pyrrole), C(C)OC(CP(=O)(OCC(F)(F)F)OCC(F)(F)F)=O (ethyl[bis(2,2,2-trifluoro-ethoxy)phosphinyl]acetate), C1COCCOCCOCCOCCOCCO1 (18-crown-6). Run in C1CCOC1 (THF). Conditions: time 30 minute. The product is CC=1C=CC=2C(C3C(CNC3)C2C1)C (5-Methyl-8-methyl-1,2,3,3a,8,8a-hexahydroindeno[1,2-c]pyrrole). As a reaction SMILES: [CH2:1](OC(=O)C=CC1C=C(C)C=CC=1)C.CO[C:17]1[C:18](Cl)=[CH:19][C:20]2[CH:21]([CH3:29])[CH:22]3[CH2:26][NH:25][CH2:24][CH:23]3[C:27]=2[CH:28]=1.C(OC(=O)CP(OCC(F)(F)F)(OCC(F)(F)F)=O)C.C1OCCOCCOCCOCCOCCOC1.C1(C)C=CC=C(C=O)C=1>C1COCC1>[CH3:1][C:17]1[CH:18]=[CH:19][C:20]2[CH:21]([CH3:29])[CH:22]3[CH2:26][NH:25][CH2:24][CH:23]3[C:27]=2[CH:28]=1. Reported procedure: 3-m-Tolyl-acrylic acid ethyl ester. (Scheme 3) KHMDS (4.0 g, 20.0 mmol) was added to a solution of ethyl[bis(2,2,2-trifluoro-ethoxy)phosphinyl]acetate (4.7 mL, 20.0 mmol) and 18-crown-6 (10.6 g, 40.0 mmol) in THF (200 mL) at −78° C., and stirred for 30 minutes. m-Tolualdehyde (2.1 mL, 18 mmol) was added and the reaction mixture was stirred for 3 hours from −78° C. to room temperature. The reaction was quenched with aqueous hydrochloric acid (1M solution, 100 mL), and the product was extracted wi... The reactants are C1=CC=CC=2OC3=CC=CC=C3C(C12)CC(=O)O (2-(9H-xanthen-9yl)acetic acid), C(C(=O)Cl)(=O)Cl (oxalyl chloride), CC(C)C1=C(N)C(=CC=C1)C(C)C (2,6-bis(1-methylethyl)aniline), N1=CC=CC=C1 (pyridine). The reagents and catalysts are CN(C=O)C (N,N-dimethylformamide). Solvent: ClCCl (dichloromethane). Run at time 3 hour. Product: CC(C)C1=C(C(=CC=C1)C(C)C)NC(CC1C2=CC=CC=C2OC=2C=CC=CC12)=O (N-[2,6-Bis (1-methylethyl)phenyl]-2-(9H-xanthen-9-yl)acetamide). Isolated yield 93.0%. Reaction SMILES: [CH:1]1[C:14]2[CH:13]([CH2:15][C:16](O)=[O:17])[C:12]3[C:7](=[CH:8][CH:9]=[CH:10][CH:11]=3)[O:6][C:5]=2[CH:4]=[CH:3][CH:2]=1.C(Cl)(=O)C(Cl)=O.[CH3:25][CH:26]([C:28]1[CH:34]=[CH:33][CH:32]=[C:31]([CH:35]([CH3:37])[CH3:36])[C:29]=1[NH2:30])[CH3:27].N1C=CC=CC=1>ClCCl.CN(C)C=O>[CH3:37][CH:35]([C:31]1[CH:32]=[CH:33][CH:34]=[C:28]([CH:26]([CH3:27])[CH3:25])[C:29]=1[NH:30][C:16](=[O:17])[CH2:15][CH:13]1[C:12]2[CH:11]=[CH:10][CH:9]=[CH:8][C:7]=2[O:6][C:5]2[C:14]1=[CH:1][CH:2]=[CH:3][CH:4]=2)[CH3:36]. Procedure: To a solution of 51 mg (0.21 mmol) of 2-(9H-xanthen-9yl)acetic acid in 2 ml of dichloromethane were added 0.1 ml (1.1 mmol) of oxalyl chloride and one drop of N,N-dimethylformamide with ice-cooling, and the resulting mixture was stirred for 3 hours and freed from the solvent and an excess of the reagent by distillation under reduced pressure. The residue was again dissolved in 2 ml of dichloromethane, and 93 mg (0.53 mmol) of 2,6-bis(1-methylethyl)aniline and 0.2 ml of pyridine were added theret...